This data is from the Open Reaction Database (ORD), a public repository of structured organic reaction records. The task is: describe an organic reaction: reactants, conditions, products, and yield Run in C(Cl)(Cl)Cl (chloroform). The reactants are C(=O)([O-])[O-].[Na+].[Na+] (Na2CO3), C(CCC)N1CCC(CC1)CNC(=O)C1=CNC2=CC=CC=C12 (N-[(1-n butyl-4-piperidyl)methyl] indole-3-carboxamide), ClN1C(CCC1=O)=O (N-chlorosuccinimide), ClCCCCO (4-chlorobutanol). RXN SMILES: [CH2:1]([N:5]1[CH2:10][CH2:9][CH:8]([CH2:11][NH:12][C:13]([C:15]2[C:23]3[C:18](=[CH:19][CH:20]=[CH:21][CH:22]=3)[NH:17][CH:16]=2)=[O:14])[CH2:7][CH2:6]1)[CH2:2][CH2:3][CH3:4].[Cl:24][CH2:25][CH2:26][CH2:27][CH2:28][OH:29].ClN1C(=O)CCC1=O.C([O-])([O-])=O.[Na+].[Na+]>C(Cl)(Cl)Cl>[CH2:1]([N:5]1[CH2:10][CH2:9][CH:8]([CH2:11][NH:12][C:13]([C:15]2[C:23]3[C:18](=[CH:19][CH:20]=[CH:21][CH:22]=3)[NH:17][C:16]=2[O:29][CH2:28][CH2:27][CH2:26][CH2:25][Cl:24])=[O:14])[CH2:7][CH2:6]1)[CH2:2][CH2:3][CH3:4] |f:3.4.5|. Procedure details: A stirred suspension of N-[(1-n butyl-4-piperidyl)methyl] indole-3-carboxamide (Description 1b, 1.0 g, 0.0032 mole) in chloroform (25 ml) was treated with 4-chlorobutanol (0.69 ml, 0.0064 mole) followed by N-chlorosuccinimide (470 mg, 0.0035 mole) and a yellow solution was produced inside 5 minutes. After a further 40 minutes the solution was observed to darken in colour to orange. The mixture was kept at room temperature for a further 1 h then treated with 10% Na2CO3 solution (30 ml) and extrac... The product is C(CCC)N1CCC(CC1)CNC(=O)C1=C(NC2=CC=CC=C12)OCCCCCl (N-[(1-n butyl-4-piperidyl)methyl]2-(4-chlorobutoxy)indole-3-carboxamide). Conditions: time 40 minute. Isolated yield 49.9%. Starting materials: C(C)(=O)O[BH-](OC(C)=O)OC(C)=O.[Na+] (Sodium triacetoxyborohydride), Br.ClC=1C=C(OC=2C(=NNC2CN)C)C=C(C1)Cl ([4-(3,5-Dichlorophenoxy)-3-methyl-1H-pyrazol-5-yl]methanamine hydrobromide), C(#N)C1=CC=C(C=O)C=C1 (4-cyanobenzaldehyde). Reagents/catalysts: C(C)(=O)O (acetic acid). The solvent is ClCCl (dichloromethane). Conditions: time 14 hour. Product: ClC=1C=C(OC=2C(=NNC2CNCC2=CC=C(C#N)C=C2)C)C=C(C1)Cl (4-[({[4-(3,5-Dichlorophenoxy)-3-methyl-1H-pyrazol-5-yl]methyl}amino)methyl]benzonitrile). Isolated yield 3.0%. Reaction SMILES: C(O[BH-](OC(=O)C)OC(=O)C)(=O)C.[Na+].Br.[Cl:16][C:17]1[CH:18]=[C:19]([CH:29]=[C:30]([Cl:32])[CH:31]=1)[O:20][C:21]1[C:22]([CH3:28])=[N:23][NH:24][C:25]=1[CH2:26][NH2:27].[C:33]([C:35]1[CH:42]=[CH:41][C:38]([CH:39]=O)=[CH:37][CH:36]=1)#[N:34]>C(O)(=O)C.ClCCl>[Cl:16][C:17]1[CH:18]=[C:19]([CH:29]=[C:30]([Cl:32])[CH:31]=1)[O:20][C:21]1[C:22]([CH3:28])=[N:23][NH:24][C:25]=1[CH2:26][NH:27][CH2:39][C:38]1[CH:41]=[CH:42][C:35]([C:33]#[N:34])=[CH:36][CH:37]=1 |f:0.1,2.3|. Reported procedure: Sodium triacetoxyborohydride (216 mg, 1.09 mmol) was added in one portion to a stirred solution of the pyrazole of Example 109 (300 mg, 0.850 mmol), 4-cyanobenzaldehyde (111 mg, 0.850 mmol) and acetic acid (3 drops) in dichloromethane (25 ml) at room temperature tinder nitrogen. The reaction was stirred for 14 hours and then washed with 1M aqueous sodium carbonate solution (2×10 ml) and brine (10 ml), dried over magnesium sulphate, filtered and concentrated under reduced pressure. The crude prod... The reactants are ClC1=NC2=CC=C(C=C2C(=N1)C1=CC(=CC=C1)Cl)C(=O)C1=CC=C(C=C1)C ([2-chloro-4-(3-chlorophenyl)-6-quinazolinyl](4-methylphenyl)-methanone), [Li]CCCC (nBuLi), CN1C=NC=C1 (1-Methyl-1H-imidazole), Cl[Si](CC)(CC)CC (Chlorotriethyl-silane), [Li]CCCC (nBuLi). The solvent is O (water), C1CCOC1 (THF), C1CCOC1 (THF). Reaction conditions: temperature -70 celsius, time 15 minute. The product is ClC1=NC2=CC=C(C=C2C(=N1)C1=CC(=CC=C1)Cl)C(O)(C1=CC=C(C=C1)C)C1=CN=CN1C (2-chloro-4-(3-chlorophenyl)-α-(1-methyl-1H-imidazol-5-yl)-α-(4-methylphenyl)-6-quinazolinemethanol). Reaction SMILES: [CH3:1][N:2]1[CH:6]=[CH:5][N:4]=[CH:3]1.[Li]CCCC.Cl[Si](CC)(CC)CC.[Cl:20][C:21]1[N:30]=[C:29]([C:31]2[CH:36]=[CH:35][CH:34]=[C:33]([Cl:37])[CH:32]=2)[C:28]2[C:23](=[CH:24][CH:25]=[C:26]([C:38]([C:40]3[CH:45]=[CH:44][C:43]([CH3:46])=[CH:42][CH:41]=3)=[O:39])[CH:27]=2)[N:22]=1>C1COCC1.O>[Cl:20][C:21]1[N:30]=[C:29]([C:31]2[CH:36]=[CH:35][CH:34]=[C:33]([Cl:37])[CH:32]=2)[C:28]2[C:23](=[CH:24][CH:25]=[C:26]([C:38]([C:6]3[N:2]([CH3:1])[CH:3]=[N:4][CH:5]=3)([C:40]3[CH:41]=[CH:42][C:43]([CH3:46])=[CH:44][CH:45]=3)[OH:39])[CH:27]=2)[N:22]=1. Procedure details: 1-Methyl-1H-imidazole (0.0507 mol) was added at −70° C. to THF (90 ml) under N2 flow. nBuLi (31.5 ml) was added dropwise. The mixture was stirred at −70° C. for 15 minutes. Chlorotriethyl-silane (0.0522 mol) was added dropwise. The mixture was stirred at −70° C. for 15 minutes. nBuLi (28ml) was added. The mixture was stirred at −70° C. for 15 minutes. A mixture of intermediate 23 (0.029 mol) in THF (115 ml) was added dropwise. The mixture was stirred at −70° C. for 1 hour, poured out into water ...